From a dataset of the Open Reaction Database (ORD), a public repository of structured organic reaction records. describe an organic reaction: reactants, conditions, products, and yield The reactants are CO, [H][H], C=CCNc1ccccc1[N+](=O)[O-]. Yields the product C=CCNc1ccccc1N. As a reaction SMILES: [CH3:16][OH:17].[H:14][H:15].[N+:1]([O-:2])(=[O:3])[c:4]1[c:5]([NH:6][CH2:7][CH:8]=[CH2:9])[cH:10][cH:11][cH:12][cH:13]1>>[NH2:1][c:4]1[c:5]([NH:6][CH2:7][CH:8]=[CH2:9])[cH:10][cH:11][cH:12][cH:13]1. Run in C(Cl)Cl (DCM), O (water), C(Cl)Cl (DCM), C(Cl)Cl (DCM). Run at time 10 minute. The reactants are C(C)(C)(C)OC(=O)N1[C@@H]([C@H]2CCC[C@H]2C1)CO ((1S,2S,5R)-2-hydroxymethyl-3-aza-bicyclo[3.3.0]-octane-3-carboxylic acid tert.-butyl ester), C(C(=O)Cl)(=O)Cl (oxalyl chloride), CS(=O)C (DMSO), CCN(C(C)C)C(C)C (DIPEA). Procedure details: To a cold (−60° C.) solution of oxalyl chloride (0.14 mL, 1.2 eq) in dry DCM (3.7 mL) was added dropwise a solution of DMSO (0.215 mL, 2.2 eq) in dry DCM (2.9 mL) within 4 min. After 10 min, was added dropwise (1S,2S,5R)-2-hydroxymethyl-3-aza-bicyclo[3.3.0]-octane-3-carboxylic acid tert.-butyl ester (330 mg) in dry DCM (1.7 mL) during 5 min. After 2 min a white suspension was formed. Stirring was continued 30 min at −55° C., then DIPEA (1.17 mL, 5 eq) (which was dried over 3A M.S.) was added dur... The product is C(C)(C)(C)OC(=O)N1[C@@H]([C@H]2CCC[C@H]2C1)C=O ((1S,2S,5R)-2-formyl-3-aza-bicyclo[3.3.0]-octane-3-carboxylic acid tert.-butyl ester). Reaction SMILES: C(Cl)(=O)C(Cl)=O.CS(C)=O.[C:11]([O:15][C:16]([N:18]1[CH2:25][C@H:24]2[C@H:20]([CH2:21][CH2:22][CH2:23]2)[C@H:19]1[CH2:26][OH:27])=[O:17])([CH3:14])([CH3:13])[CH3:12].CCN(C(C)C)C(C)C>C(Cl)Cl.O>[C:11]([O:15][C:16]([N:18]1[CH2:25][C@H:24]2[C@H:20]([CH2:21][CH2:22][CH2:23]2)[C@H:19]1[CH:26]=[O:27])=[O:17])([CH3:14])([CH3:13])[CH3:12]. Starting materials: NC1=C(SC(=C1)Cl)S(=O)(=O)N (3-amino-5-chlorothiophene-2-sulfonamide), NC1=C(C=C(C=C1)Br)S(=O)(=O)N (2-amino-5-bromobenzenesulfonamide), C(C1=CC=CC=C1)N1C(C(=C(C2=CC=CC=C12)O)C(=O)OCC)=O (ethyl 1-benzyl-4-hydroxy-2-oxo-1,2-dihydroquinoline-3-carboxylate). Product: NS(=O)(=O)C=1SC(=CC1NC(=O)C=1C(N(C2=CC=CC=C2C1O)CC1=CC=CC=C1)=O)Cl (N-[2-(aminosulfonyl)-5-chlorothien-3-yl]-1-benzyl-4-hydroxy-2-oxo-1,2-dihydroquinoline-3-carboxamide). RXN SMILES: [NH2:1][C:2]1[CH:6]=[C:5]([Cl:7])[S:4][C:3]=1[S:8]([NH2:11])(=[O:10])=[O:9].NC1C=CC(Br)=CC=1S(N)(=O)=O.[CH2:24]([N:31]1[C:40]2[C:35](=[CH:36][CH:37]=[CH:38][CH:39]=2)[C:34]([OH:41])=[C:33]([C:42](OCC)=[O:43])[C:32]1=[O:47])[C:25]1[CH:30]=[CH:29][CH:28]=[CH:27][CH:26]=1>>[NH2:11][S:8]([C:3]1[S:4][C:5]([Cl:7])=[CH:6][C:2]=1[NH:1][C:42]([C:33]1[C:32](=[O:47])[N:31]([CH2:24][C:25]2[CH:30]=[CH:29][CH:28]=[CH:27][CH:26]=2)[C:40]2[C:35]([C:34]=1[OH:41])=[CH:36][CH:37]=[CH:38][CH:39]=2)=[O:43])(=[O:9])=[O:10]. Procedure details: The title compound is prepared according to the procedure of Example 84C substituting the product of Example 174A for the product of Example 84A and substituting the product of Example 99A for the product of example Example 84B. Reactants: P(Cl)(Cl)Cl (Phosphorous trichloride), C (charcoal), N1(C=NC=C1)C(=O)CC(=O)O ((1-imidazoyl)ethanoic acid), P(O)(O)O (phosphorous acid), C1(=CC=CC=C1)OC1=CC=CC=C1 (diphenyl ether). The solvent is C1(=CC=CC=C1)C (toluene), O (water), CO (methanol). Conditions: temperature 70 celsius. The product is C1=CN(C=N1)CC(O)(P(=O)(O)O)P(=O)(O)O (Zoledronic Acid). Reaction SMILES: [N:1]1(C(CC(O)=O)=O)[CH:5]=[CH:4][N:3]=[CH:2]1.[P:12]([OH:15])([OH:14])[OH:13].P(Cl)(Cl)Cl.C.C1([O:27][C:28]2[CH:33]=CC=CC=2)C=CC=CC=1>CO.C1(C)C=CC=CC=1.O>[CH:4]1[N:3]=[CH:2][N:1]([CH2:33][C:28]([P:12]([OH:15])([OH:14])=[O:13])([P:12]([OH:15])([OH:14])=[O:13])[OH:27])[CH:5]=1. Procedure: The suspension of (1-imidazoyl)ethanoic acid (10.0 g) and phosphorous acid (19.5 g) in diphenyl ether (50 ml) was heated up to 70° C. for 1 hour. Phosphorous trichloride (20 ml) was slowly added to reaction mass at 70° C. temperature and maintained reaction temperature for another 6 hours. Reaction mass was cooled to 25° C. followed by addition of water (150 ml) and toluene (30 ml). Reaction mixture was again heated to 70° C. and charged charcoal in hazy biphasic solution, stirred, filtered thro... The reactants are FC(C(=O)O)(F)F (Trifluoroacetic acid), C(C)OC(C)OC[C@@H]1N(C(CCC1)=O)CC#CCOCC#N ({4-[(R)-2-(1-ethoxy-ethoxymethyl)-6-oxo-piperidin-1-yl]-but-2-ynyloxy}-acetonitrile). Run in C(Cl)Cl (CH2Cl2). Run at time 1 hour. Product: OC[C@@H]1N(C(CCC1)=O)CC#CCOCC#N ([4-((R)-2-hydroxymethyl-6-oxo-piperidin-1-yl)-but-2-ynyloxy]-acetonitrile). The yield is 53.1%. Reaction SMILES: FC(F)(F)C(O)=O.C(OC([O:13][CH2:14][C@H:15]1[CH2:20][CH2:19][CH2:18][C:17](=[O:21])[N:16]1[CH2:22][C:23]#[C:24][CH2:25][O:26][CH2:27][C:28]#[N:29])C)C>C(Cl)Cl>[OH:13][CH2:14][C@H:15]1[CH2:20][CH2:19][CH2:18][C:17](=[O:21])[N:16]1[CH2:22][C:23]#[C:24][CH2:25][O:26][CH2:27][C:28]#[N:29]. Reported procedure: Trifluoroacetic acid (0.5 mL, 6.5 mmol) was added to a solution of {4-[(R)-2-(1-ethoxy-ethoxymethyl)-6-oxo-piperidin-1-yl]-but-2-ynyloxy}-acetonitrile (290 mg, 0.94 mmol) in CH2Cl2 (3 mL). After 1 h at rt, the reaction mixture was quenched with saturated aqueous NaHCO3 (20 mL) and extracted with CH2Cl2 (3×20 mL). Combined extracts were dried (Na2SO4), filtered and concentrated in vacuo. Purification of the residue by flash column chromatography on silica gel (CH2Cl2→3% MeOH/CH2Cl2, gradient) aff...